Dataset: the Open Reaction Database (ORD), a public repository of structured organic reaction records. Task: describe an organic reaction: reactants, conditions, products, and yield Reactants: [BH4-], O=C(c1ncc[nH]1)c1ncc[nH]1, C1CCOC1, O=C(O)c1ccnc(Cl)c1, Cl, [Na+], O. Yields the product OCc1ccnc(Cl)c1. As a reaction SMILES: [BH4-:23].[C:1]([c:2]1[nH:3][cH:4][cH:5][n:6]1)([c:7]1[nH:8][cH:9][cH:10][n:11]1)=[O:12].[CH2:26]1[O:27][CH2:28][CH2:29][CH2:30]1.[Cl:13][c:14]1[cH:15][c:16]([C:17](=[O:18])[OH:19])[cH:20][cH:21][n:22]1.[ClH:25].[Na+:24].[OH2:31]>>[Cl:13][c:14]1[cH:15][c:16]([CH2:17][OH:18])[cH:20][cH:21][n:22]1. Reactants: CC(=O)O, CNc1nc(OC)nc2c(Cl)cc(OC)c(OC)c12, [I-], [Na+]. The product is CNc1nc(O)nc2c(Cl)cc(OC)c(OC)c12. As a reaction SMILES: [CH3:22][C:23](=[O:24])[OH:25].[Cl:1][c:2]1[cH:3][c:4]([O:18][CH3:19])[c:5]([O:16][CH3:17])[c:6]2[c:7]([NH:14][CH3:15])[n:8][c:9]([O:12][CH3:13])[n:10][c:11]12.[I-:21].[Na+:20]>>[Cl:1][c:2]1[cH:3][c:4]([O:18][CH3:19])[c:5]([O:16][CH3:17])[c:6]2[c:7]([NH:14][CH3:15])[n:8][c:9]([OH:12])[n:10][c:11]12. Reactants: CN1CC2=C(C(CC1)O)C=CO2 (7-methyl-5,6,7,8-tetrahydro-4H-furo[2,3-c]azepin-4-ol), ClC1=C(C=C(C=C1)Cl)F (2,5-dichloro-1-fluorobenzene). Product: Cl.ClC1=C(C=C(C=C1)Cl)OC1C2=C(CN(CC1)C)OC=C2 (4-(2,5-Dichlorophenyloxy)-7-methyl-5,6,7,8-tetrahydro-4H-furo[2,3-c]azepine hydrochloride). As a reaction SMILES: [CH3:1][N:2]1[CH2:8][CH2:7][CH:6]([OH:9])[C:5]2[CH:10]=[CH:11][O:12][C:4]=2[CH2:3]1.[Cl:13][C:14]1[CH:19]=[CH:18][C:17]([Cl:20])=[CH:16][C:15]=1F>>[ClH:13].[Cl:13][C:14]1[CH:19]=[CH:18][C:17]([Cl:20])=[CH:16][C:15]=1[O:9][CH:6]1[CH2:7][CH2:8][N:2]([CH3:1])[CH2:3][C:4]2[O:12][CH:11]=[CH:10][C:5]1=2 |f:2.3|. Procedure details: The same method as in Example 3 was conducted using 7-methyl-5,6,7,8-tetrahydro-4H-furo[2,3-c]azepin-4-ol (Reference Example 19) instead of 6-methyl-4,5,6,7-tetrahydrothieno[2,3-c]pyridin-4-ol (Reference Example 6) and was conducted using 2,5-dichloro-1-fluorobenzene instead of 1,3-difluorobenzene to give the objective compound.